Dataset: the Open Reaction Database (ORD), a public repository of structured organic reaction records. Task: describe an organic reaction: reactants, conditions, products, and yield Reactants: ClCCCBr, CCOC(=O)N1CCNCC1, [K+], [K+], O=C([O-])[O-], CN(C)C=O. Product: CCOC(=O)N1CCN(CCCCl)CC1. As a reaction SMILES: [Br:18][CH2:19][CH2:20][CH2:21][Cl:22].[CH2:1]([CH3:2])[O:3][C:4](=[O:5])[N:6]1[CH2:7][CH2:8][NH:9][CH2:10][CH2:11]1.[K+:12].[K+:13].[O-:14][C:15]([O-:16])=[O:17].[O:23]=[CH:24][N:25]([CH3:26])[CH3:27]>>[CH2:1]([CH3:2])[O:3][C:4](=[O:5])[N:6]1[CH2:7][CH2:8][N:9]([CH2:19][CH2:20][CH2:21][Cl:22])[CH2:10][CH2:11]1.